Dataset: the Open Reaction Database (ORD), a public repository of structured organic reaction records. Task: describe an organic reaction: reactants, conditions, products, and yield The reactants are O=C([O-])O, COC(C)(C)C, O=C(Cl)CCl, Cl, Cl, NCC1CN(Cc2ccc(Cl)c(Cl)c2)CCO1, [Na+], O. The product is O=C(CCl)NCC1CN(Cc2ccc(Cl)c(Cl)c2)CCO1. RXN SMILES: [C:21](=[O:22])([O-:23])[OH:24].[CH3:31][O:32][C:33]([CH3:34])([CH3:35])[CH3:36].[Cl:26][CH2:27][C:28](=[O:29])[Cl:30].[ClH:1].[ClH:2].[NH2:3][CH2:4][CH:5]1[O:6][CH2:7][CH2:8][N:9]([CH2:11][c:12]2[cH:13][c:14]([Cl:19])[c:15]([Cl:18])[cH:16][cH:17]2)[CH2:10]1.[Na+:25].[OH2:20]>>[NH:3]([CH2:4][CH:5]1[O:6][CH2:7][CH2:8][N:9]([CH2:11][c:12]2[cH:13][c:14]([Cl:19])[c:15]([Cl:18])[cH:16][cH:17]2)[CH2:10]1)[C:28]([CH2:27][Cl:26])=[O:29].